describe an organic reaction: reactants, conditions, products, and yield From a dataset of the Open Reaction Database (ORD), a public repository of structured organic reaction records. The reactants are [H-].[Na+] (Sodium hydride), C(C)(C)(C)OC(=O)N1CC(CC1)(C(=O)C=1C=C2C=CNC2=CC1)CC1=CC=CC=C1 (3-benzyl-3-(1H-indole-5-carbonyl)-pyrrolidine-1-carboxylic acid tert-butyl ester), CI (methyliodide). Run in CN(C)C=O (DMF). Run at time 20 minute. Product: C(C)(C)(C)OC(=O)N1CC(CC1)(C(=O)C=1C=C2C=CN(C2=CC1)C)CC1=CC=CC=C1 (3-benzyl-3-(1-methyl-1H-indole-5-carbonyl)-pyrrolidine-1-carboxylic acid tert-butyl ester). The yield is 101.6%. Reaction SMILES: [H-].[Na+].[C:3]([O:7][C:8]([N:10]1[CH2:14][CH2:13][C:12]([CH2:26][C:27]2[CH:32]=[CH:31][CH:30]=[CH:29][CH:28]=2)([C:15]([C:17]2[CH:18]=[C:19]3[C:23](=[CH:24][CH:25]=2)[NH:22][CH:21]=[CH:20]3)=[O:16])[CH2:11]1)=[O:9])([CH3:6])([CH3:5])[CH3:4].[CH3:33]I>CN(C=O)C>[C:3]([O:7][C:8]([N:10]1[CH2:14][CH2:13][C:12]([CH2:26][C:27]2[CH:28]=[CH:29][CH:30]=[CH:31][CH:32]=2)([C:15]([C:17]2[CH:18]=[C:19]3[C:23](=[CH:24][CH:25]=2)[N:22]([CH3:33])[CH:21]=[CH:20]3)=[O:16])[CH2:11]1)=[O:9])([CH3:6])([CH3:4])[CH3:5] |f:0.1|. Procedure: Sodium hydride (60% in mineral oil, 12 mg, 0.296 mmol) was added at room temperature to a solution of 3-benzyl-3-(1H-indole-5-carbonyl)-pyrrolidine-1-carboxylic acid tert-butyl ester (100 mg, 0.247 mmol) in DMF (3 mL). The resulting mixture was stirred at room temperature for 20 minutes, and then methyliodide (18 μL, 0.296 mmol) was added. The reaction mixture was then stirred for 30 minutes, then quenched by addition of water and extracted with EtOAc. The combined organic extracts were washed w... The reactants are O (Water), [BH4-].[Na+] (sodium borohydride), ClC1=C(C=O)C=CC=C1O (2-chloro-3-hydroxybenzaldehyde). The solvent is CO (methanol), CO (methanol). Run at time 3 hour. Product: ClC1=C(C=CC=C1CO)O (2-chloro-3-(hydroxymethyl)phenol). Isolated yield 70.0%. Reaction SMILES: [BH4-].[Na+].[Cl:3][C:4]1[C:11]([OH:12])=[CH:10][CH:9]=[CH:8][C:5]=1[CH:6]=[O:7].O>CO>[Cl:3][C:4]1[C:5]([CH2:6][OH:7])=[CH:8][CH:9]=[CH:10][C:11]=1[OH:12] |f:0.1|. Reported procedure: To a solution of sodium borohydride (724 mg, 19.2 mmol) in anhydrous methanol (10 mL) was added a solution of 2-chloro-3-hydroxybenzaldehyde (1.0 g, 6.4 mmol) in anhydrous methanol (5 mL) at 0° C. The mixture was stirred for 3 hours at room temperature. Water was added and extracted 3 times with ethyl acetate. The combined organic phase was washed with brine and dried over sodium sulfate. After evaporation of the solvent, 2-chloro-3-(hydroxymethyl)phenol was obtained (710 mg, 70% yield) and used... Starting materials: CC(C)(C)OC(=O)NC1CCC(Nc2ncc3c(-c4ccnc(NCc5cccc(C(F)(F)F)c5)n4)n[nH]c3n2)CC1, CCO, Cl. Yields the product NC1CCC(Nc2ncc3c(-c4ccnc(NCc5cccc(C(F)(F)F)c5)n4)n[nH]c3n2)CC1. RXN SMILES: [C:1]([O:2][C:3](=[O:4])[NH:7][CH:8]1[CH2:9][CH2:10][CH:11]([NH:14][c:15]2[n:16][cH:17][c:18]3[c:19]([n:20]2)[nH:21][n:22][c:23]3-[c:24]2[n:25][c:26]([NH:30][CH2:31][c:32]3[cH:33][c:34]([C:38]([F:39])([F:40])[F:41])[cH:35][cH:36][cH:37]3)[n:27][cH:28][cH:29]2)[CH2:12][CH2:13]1)([CH3:5])([CH3:6])[CH3:42].[CH3:44][CH2:45][OH:46].[ClH:43]>>[NH2:7][CH:8]1[CH2:9][CH2:10][CH:11]([NH:14][c:15]2[n:16][cH:17][c:18]3[c:19]([n:20]2)[nH:21][n:22][c:23]3-[c:24]2[n:25][c:26]([NH:30][CH2:31][c:32]3[cH:33][c:34]([C:38]([F:39])([F:40])[F:41])[cH:35][cH:36][cH:37]3)[n:27][cH:28][cH:29]2)[CH2:12][CH2:13]1.